Dataset: the Open Reaction Database (ORD), a public repository of structured organic reaction records. Task: describe an organic reaction: reactants, conditions, products, and yield Starting materials: O1C(CCCC1)N1N=C2C=CC=C(C2=C1)N (2-(tetrahydro-2H-pyran-2-yl)-2H-indazol-4-amine), FC1=NC=CC=C1C1=C2N=CN(C2=NC=N1)C1OCCCC1 (6-(2-fluoropyridin-3-yl)-9-(tetrahydro-2H-pyran-2-yl)-9H-purine), [Li+].C[Si](C)(C)[N-][Si](C)(C)C (LHMDS), solution. Run in C1CCOC1 (THF), C1CCOC1 (THF). Reaction conditions: time 60 minute. Yields the product O1C(CCCC1)N1N=C2C=CC=C(C2=C1)NC1=NC=CC=C1C1=C2N=CN(C2=NC=N1)C1OCCCC1 (2-(Tetrahydro-2H-pyran-2-yl)-N-(3-(9-(tetrahydro-2H-pyran-2-yl)-9H-purin-6-yl)pyridin-2-yl)-2H-indazol-4-amine). Yield: 42.9%. Reaction SMILES: [O:1]1[CH2:6][CH2:5][CH2:4][CH2:3][CH:2]1[N:7]1[CH:15]=[C:14]2[C:9]([CH:10]=[CH:11][CH:12]=[C:13]2[NH2:16])=[N:8]1.F[C:18]1[C:23]([C:24]2[N:32]=[CH:31][N:30]=[C:29]3[C:25]=2[N:26]=[CH:27][N:28]3[CH:33]2[CH2:38][CH2:37][CH2:36][CH2:35][O:34]2)=[CH:22][CH:21]=[CH:20][N:19]=1.[Li+].C[Si]([N-][Si](C)(C)C)(C)C>C1COCC1>[O:1]1[CH2:6][CH2:5][CH2:4][CH2:3][CH:2]1[N:7]1[CH:15]=[C:14]2[C:9]([CH:10]=[CH:11][CH:12]=[C:13]2[NH:16][C:18]2[C:23]([C:24]3[N:32]=[CH:31][N:30]=[C:29]4[C:25]=3[N:26]=[CH:27][N:28]4[CH:33]3[CH2:38][CH2:37][CH2:36][CH2:35][O:34]3)=[CH:22][CH:21]=[CH:20][N:19]=2)=[N:8]1 |f:2.3|. Procedure details: A solution of 2-(tetrahydro-2H-pyran-2-yl)-2H-indazol-4-amine (37.4 mg, 172 μmol) and 6-(2-fluoropyridin-3-yl)-9-(tetrahydro-2H-pyran-2-yl)-9H-purine (51.5 mg, 172 μmol) in THF (1.0 mL) was cooled in an ice bath and treated dropwise with LHMDS (0.55 mL of a 1.0 M solution in THF, 3 equiv.). A deep red solution was obtained. The mixture was stirred for 60 min and then quenched with water (0.050 mL). The mixture was extracted with EtOAc from saturated aqueous NaHCO3, dried (MgSO4) and concentrated... The reactants are CC(C)OC(C)C, OC1(c2ccc(F)cc2)CCC2(CC1)OCCO2. Product: O=C1CCC(O)(c2ccc(F)cc2)CC1. RXN SMILES: [CH:19]([O:20][CH:21]([CH3:22])[CH3:23])([CH3:24])[CH3:25].[F:1][c:2]1[cH:3][cH:4][c:5]([C:8]2([OH:18])[CH2:9][CH2:10][C:11]3([O:12][CH2:15][CH2:14][O:13]3)[CH2:16][CH2:17]2)[cH:6][cH:7]1>>[F:1][c:2]1[cH:3][cH:4][c:5]([C:8]2([OH:18])[CH2:9][CH2:10][C:11](=[O:12])[CH2:16][CH2:17]2)[cH:6][cH:7]1. Conditions: time 1.25 hour. Run in O1CCOCC1 (dioxane), C(C)OCC (ethyl ether), C1CCOC1 (THF), CN1CCCN(C1=O)C (DMPU), CN(C)P(=O)(N(C)C)N(C)C (HMPA), CCOCC (ether). As a reaction SMILES: [F:1][C:2]1[C:7]([F:8])=[C:6]([F:9])[CH:5]=[CH:4][C:3]=1[Br:10].S1(CCCC1)(=O)=O.[Li+].CC([N-]C(C)C)C.[Li]CCCC.[C:31](=[O:33])=[O:32]>O1CCOCC1.C(OCC)C.C1COCC1.CN1C(=O)N(C)CCC1.CN(P(N(C)C)(N(C)C)=O)C>[Br:10][C:3]1[C:2]([F:1])=[C:7]([F:8])[C:6]([F:9])=[C:5]([CH:4]=1)[C:31]([OH:33])=[O:32] |f:2.3|. Yields the product BrC=1C(=C(C(=C(C(=O)O)C1)F)F)F (5-bromo-2,3,4-trifluorobenzoic acid). The reactants are FC1=C(C=CC(=C1F)F)Br (2,3,4-trifluorobromobenzene), aliphatic and aromatic hydrocarbon, S1(=O)(=O)CCCC1 (sulfolane), [Li+].CC(C)[N-]C(C)C (LDA), [Li]CCCC (nBuLi), C(=O)=O (dry ice). Procedure: To a solution of 2,3,4-trifluorobromobenzene in appropriate solvent (include aliphatic and aromatic hydrocarbon (such as pentane, hexane, heptane, cyclohexane, petroleum ether, petrol, gasoline, benzene, toluene, xylene), ether (such as diethyl ether, dibutyl ether, glycol dimethyl ether, 2-methoxyethyl ether, tetrahydrofuran, dioxane), sulfolane, HMPA, DMPU, prefer anhydrous THF, ethyl ether and dioxane) was added strong base (such as LDA, nBuLi, LiHDMS) at low temperature (−50-−80° C., prefer ... Reactants: triethyl phosphonoacetate, [H-].[Na+] (sodium hydride), O1CCCC1 (tetrahydrofuran), Cl (hydrochloric acid), C(=O)(O)C1=CC=C(C=O)C=C1 (4-Carboxybenzaldehyde), [H-].[Na+] (sodium hydride), O1CCCC1 (tetrahydrofuran), P([O-])([O-])=O (phosphonate), carboxylate. The solvent is O (Water). Conditions: time 16 hour. Product: C(=O)(O)C1=CC=C(C=CC(=O)OCC)C=C1 (Ethyl 4-carboxycinnamate). Reaction SMILES: [C:1]([C:4]1[CH:11]=[CH:10][C:7]([CH:8]=O)=[CH:6][CH:5]=1)([OH:3])=[O:2].[H-].[Na+].P(=O)([O-])[O-:15].Cl.[O:19]1[CH2:23][CH2:22][CH2:21][CH2:20]1>O>[C:1]([C:4]1[CH:11]=[CH:10][C:7]([CH:8]=[CH:21][C:20]([O:19][CH2:23][CH3:22])=[O:15])=[CH:6][CH:5]=1)([OH:3])=[O:2] |f:1.2|. Reported procedure: 4-Carboxybenzaldehyde (1.0 g) was added to sodium hydride (170 mg) in 100 mL tetrahydrofuran at 0° C. In a separate flask, triethyl phosphonoacetate (1.60 mL) was added to sodium hydride (200 mg) in 100 mL tetrahydrofuran at 0° C. The phosphonate anion solution was cannulated into the slurry of the carboxylate anion and the resulting thick white slurry was stirred for 16 hours. Water (50 mL) was added followed by concentrated hydrochloric acid until the pH was 1. The precipitate was collected by... The reactants are CN(C)C=O (DMF), C(C)(=O)OC(C)=O (acetic anhydride), CN1N=C(C=C1N)C (2,5-dimethyl-2H-pyrazol-3-ylamine), ice, P(=O)(Cl)(Cl)Cl (phosphorus oxychloride). Reaction conditions: temperature 95 celsius, time 4 hour. Yields the product ClC1=C(C=C2C(=N1)N(N=C2C)C)C=O (6-chloro-1,3-dimethyl-1H-pyrazolo[3,4-b]pyridine-5-carbaldehyde). Isolated yield 43.5%. As a reaction SMILES: C(O[C:5](=[O:7])[CH3:6])(=O)C.[CH3:8][N:9]1[C:13](N)=[CH:12][C:11]([CH3:15])=[N:10]1.P(Cl)(Cl)([Cl:18])=O.C[N:22]([CH:24]=O)[CH3:23]>>[Cl:18][C:24]1[N:22]=[C:23]2[N:9]([CH3:8])[N:10]=[C:11]([CH3:15])[C:12]2=[CH:13][C:6]=1[CH:5]=[O:7]. Reported procedure: A mixture of acetic anhydride (6.62 mL, 70 mmol) and 2,5-dimethyl-2H-pyrazol-3-ylamine (5.0 g, 45 mmol) was heated while stirring at 90-100° C. for 4 h. After evaporation of volatiles in vacuo, phosphorus oxychloride (18.5 mL, 200 mmol) was added and the mixture was heated while stirring at 90-95° C. for 3 h. Thereafter, anhydrous DMF (9.2 mL, 120 mmol) was added slowly over the period of 30 min while maintaining the internal temperature of the mixture at 90-95° C. After stirring for an addition... Reactants: O=C(c1ncc[nH]1)c1ncc[nH]1, C1CCC2=NCCCN2CC1, C1CCOC1, COc1ccc2c(OC3CC4C(=O)NC5(C(=O)O)CC5C=CCCCCN(C)C(=O)C4C3)cc(-c3nc(C(C)C)cs3)nc2c1C, NS(=O)(=O)C1CC1. Product: COc1ccc2c(OC3CC4C(=O)NC5(C(=O)NS(=O)(=O)C6CC6)CC5C=CCCCCN(C)C(=O)C4C3)cc(-c3nc(C(C)C)cs3)nc2c1C. RXN SMILES: [C:47]([c:48]1[nH:49][cH:50][cH:51][n:52]1)([c:53]1[nH:54][cH:55][cH:56][n:57]1)=[O:58].[CH2:66]1[CH2:67][CH2:68][C:69]2=[N:74][CH2:73][CH2:72][CH2:71][N:70]2[CH2:75][CH2:76]1.[CH2:77]1[O:78][CH2:79][CH2:80][CH2:81]1.[CH:1]([CH3:2])([CH3:3])[c:4]1[n:5][c:6](-[c:9]2[n:10][c:11]3[c:12]([CH3:46])[c:13]([O:44][CH3:45])[cH:14][cH:15][c:16]3[c:17]([O:19][CH:20]3[CH2:21][CH:22]4[C:23](=[O:43])[N:24]([CH3:42])[CH2:25][CH2:26][CH2:27][CH2:28][CH:29]=[CH:30][CH:31]5[CH2:32][C:33]5([C:39](=[O:40])[OH:41])[NH:34][C:35](=[O:38])[CH:36]4[CH2:37]3)[cH:18]2)[s:7][cH:8]1.[CH:59]1([S:62](=[O:63])(=[O:64])[NH2:65])[CH2:60][CH2:61]1>>[CH:1]([CH3:2])([CH3:3])[c:4]1[n:5][c:6](-[c:9]2[n:10][c:11]3[c:12]([CH3:46])[c:13]([O:44][CH3:45])[cH:14][cH:15][c:16]3[c:17]([O:19][CH:20]3[CH2:21][CH:22]4[C:23](=[O:43])[N:24]([CH3:42])[CH2:25][CH2:26][CH2:27][CH2:28][CH:29]=[CH:30][CH:31]5[CH2:32][C:33]5([C:39](=[O:40])[NH:65][S:62]([CH:59]5[CH2:60][CH2:61]5)(=[O:63])=[O:64])[NH:34][C:35](=[O:38])[CH:36]4[CH2:37]3)[cH:18]2)[s:7][cH:8]1. The reactants are [N+](=O)([O-])C=1C=C(C(=O)O)C=CC1N (3-nitro-4-amino-benzoic acid), C1(CC1)C(=O)Cl (cyclopropanecarboxylic acid chloride). The product is C1(CC1)C(=O)NC1=C(C=C(C(=O)O)C=C1)[N+](=O)[O-] (4-Cyclopropanecarbonylamino-3-nitro-benzoic acid). As a reaction SMILES: [N+:1]([C:4]1[CH:5]=[C:6]([CH:10]=[CH:11][C:12]=1[NH2:13])[C:7]([OH:9])=[O:8])([O-:3])=[O:2].[CH:14]1([C:17](Cl)=[O:18])[CH2:16][CH2:15]1>>[CH:14]1([C:17]([NH:13][C:12]2[CH:11]=[CH:10][C:6]([C:7]([OH:9])=[O:8])=[CH:5][C:4]=2[N+:1]([O-:3])=[O:2])=[O:18])[CH2:16][CH2:15]1. Procedure details: The acylation of 7.0 g (0.0384 mol) of 3-nitro-4-amino-benzoic acid with 4.42 g (0.0423 mol) of cyclopropanecarboxylic acid chloride was carried out as described in Example 3.